This data is from the Open Reaction Database (ORD), a public repository of structured organic reaction records. The task is: describe an organic reaction: reactants, conditions, products, and yield The reactants are BrC1=CC=C(CN=[N+]=[N-])C=C1 (4-Bromobenzyl azide), C1(=CC=CC=C1)P(C1=CC=CC=C1)C1=CC=CC=C1 (triphenylphosphine). Run in CO (methanol). The product is BrC1=CC=C(CN)C=C1 (4-Bromobenzyl Amine). Yield: 63.0%. Reaction SMILES: [Br:1][C:2]1[CH:11]=[CH:10][C:5]([CH2:6][N:7]=[N+]=[N-])=[CH:4][CH:3]=1.C1(P(C2C=CC=CC=2)C2C=CC=CC=2)C=CC=CC=1>CO>[Br:1][C:2]1[CH:11]=[CH:10][C:5]([CH2:6][NH2:7])=[CH:4][CH:3]=1. Reported procedure: To a stirred solution of azide 55 (0.75 g, 3.54 mmol) in anhydrous methanol (10 mL) was added triphenylphosphine (1.39 g, 5.31 mmol) and the mixture was heated under reflux for 1.5 hours. The reaction mixture was cooled to room temperature and the solvent was removed under reduced pressure. The residue was purified by flash column chromatography on silica gel (acetone-hexane) to yield product 56 in 63% yield (0.41 g). Starting materials: ClC1=CC=C2/C(/C(N(C2=C1)COCC[Si](C)(C)C)=O)=C/C1=CC(=CC=C1)Cl (Z-6-chloro-3-(3-chloro-benzylidene)-1-(2-trimethylsilanyl-ethoxymethyl)-1,3-dihydro-indole-2-one), C(C=C)OC1=C(C=C(C=C1)I)C=NC(=C)O[Si](C)(C)C (1-(2-allyloxy-5-iodo-phenyl)-3-trimethylsilyoxy-2-aza-1,3-butadiene). Solvent: C1(=CC=CC=C1)C (toluene). The product is 3R, C(C=C)OC1=C(C=C(C=C1)I)C1NC(CC(C12C(NC1=CC(=CC=C12)Cl)=O)C1=CC(=CC=C1)Cl)=O.COC(C)[Si](C)(C)C (2′-(2-allyloxy-5-iodo-phenyl)-6-chloro-4′-(3-chlorophenyl)-2,3-dihydro-2,6′-dioxo spiro[indole-3,3′-piperidine] 1-methoxyethyl trimethylsilane). Isolated yield 44.4%. Reaction SMILES: [Cl:1][C:2]1[CH:10]=[C:9]2[C:5](/[C:6](=[CH:20]/[C:21]3[CH:26]=[CH:25][CH:24]=[C:23]([Cl:27])[CH:22]=3)/[C:7](=[O:19])[N:8]2[CH2:11][O:12][CH2:13][CH2:14][Si](C)(C)C)=[CH:4][CH:3]=1.[CH2:28]([O:31][C:32]1[CH:37]=[CH:36][C:35]([I:38])=[CH:34][C:33]=1[CH:39]=[N:40][C:41]([O:43][Si:44]([CH3:47])([CH3:46])[CH3:45])=[CH2:42])[CH:29]=[CH2:30]>C1(C)C=CC=CC=1>[CH2:28]([O:31][C:32]1[CH:37]=[CH:36][C:35]([I:38])=[CH:34][C:33]=1[CH:39]1[C:6]2([C:5]3[C:9](=[CH:10][C:2]([Cl:1])=[CH:3][CH:4]=3)[NH:8][C:7]2=[O:19])[CH:20]([C:21]2[CH:26]=[CH:25][CH:24]=[C:23]([Cl:27])[CH:22]=2)[CH2:42][C:41](=[O:43])[NH:40]1)[CH:29]=[CH2:30].[CH3:11][O:12][CH:13]([Si:44]([CH3:45])([CH3:46])[CH3:47])[CH3:14] |f:3.4|. Reported procedure: In a manner similar to the method described in example 1d, E/Z-6-chloro-3-(3-chlorobenzylidene)-1-(2-trimethylsilanyl-ethoxymethyl-1,3-dihydro-indole-2-one (6 g, 15 mmol) prepared in example 1b was reacted with 1-(2-allyloxy-5-iodo-phenyl)-3-trimethylsilyoxy-2-aza-1,3-butadiene (26 g, 65 mmol) prepared in example 18b in toluene (100 mL) to give racemic (2′R, 3R, 4′S)-2′-(2-allyloxy-5-iodo-phenyl)-6-chloro-4′-(3-chlorophenyl)-2,3-dihydro-2,6′-dioxo spiro[indole-3,3′-piperidine]-1-methoxyethyl tri... Reactants: O=C[C@H](O)[C@@H](O)[C@H](O)[C@H](O)CO (D-glucose), C(C)S (ethanethiol), C(C1=CC=CC=C1)(=O)Cl (benzoyl chloride), BrBr (bromine), C(C)(=O)O[C@@H]1C=CO[C@@H]([C@H]1OC(C)=O)COC(C)=O (3,4,6-tri-O-acetyl-1,5-anhydro-2-deoxy-D-arabino-hex-1-enitol), BrN1C(CCC1=O)=O (N-bromosuccinimide). Product: C(C=O)[C@H]([C@@H]([C@@H](CO)O)O)O (2-DG). Reaction SMILES: BrBr.C(O[C@H]1[C@H](OC(=O)C)[C@@H](COC(=O)C)OC=C1)(=O)C.BrN1C(=O)CCC1=O.[O:30]=[CH:31][C@@H:32]([C@H:34]([C@@H:36]([C@@H:38]([CH2:40][OH:41])[OH:39])[OH:37])[OH:35])O.C(S)C.C(Cl)(=O)C1C=CC=CC=1>>[CH2:32]([C@@H:34]([OH:35])[C@H:36]([OH:37])[C@H:38]([OH:39])[CH2:40][OH:41])[CH:31]=[O:30]. Reported procedure: Production of 2DG can be carried out using any known method. For example, 2-DG can be prepared from various starting materials such as D-glucose, D-mannose, calcium D-gluconate, D-arabinose, D-glucosamine hydrochloride, N-acetyl glucosamine, chitin, and chitosan and carboxymethylchitosan. Preparation methods vary with various starting materials. For example, D-glucose can be methylated and brominated, followed by debromination and acid hydrolysis to yield β-2DG. Bergmann et. al. (1992) Berichte ... Reactants: C(Cl)(Cl)Cl (chloroform), [BH4-].[Na+] (sodium borohydride), C(Cl)(Cl)Cl (chloroform), C(C)O (ethanol), FC1=CC=C(C(CN2CCN(CC2)C=2N=C(C3=C(N2)SC(=C3)C)C3=CC=CC=C3)=O)C=C1 (2-(4-(4-fluorophenacyl)-piperazinyl)-6-methyl-4-phenyl-thieno[2,3-d]pyrimidine). Solvent: O (water). Yields the product FC1=CC=C(C=C1)C(CN1CCN(CC1)C=1N=C(C2=C(N1)SC(=C2)C)C2=CC=CC=C2)O (2-(4-(2-(4-FLUOROPHENYL)-2-HYDROXYETHYL)-PIPERAZINYL)-6-METHYL-4-PHENYL-THIENO[2,3-d]PYRIMIDINE). The yield is 94.4%. RXN SMILES: C(Cl)(Cl)Cl.C(O)C.[F:8][C:9]1[CH:39]=[CH:38][C:12]([C:13](=[O:37])[CH2:14][N:15]2[CH2:20][CH2:19][N:18]([C:21]3[N:22]=[C:23]([C:31]4[CH:36]=[CH:35][CH:34]=[CH:33][CH:32]=4)[C:24]4[CH:29]=[C:28]([CH3:30])[S:27][C:25]=4[N:26]=3)[CH2:17][CH2:16]2)=[CH:11][CH:10]=1.[BH4-].[Na+]>O>[F:8][C:9]1[CH:39]=[CH:38][C:12]([CH:13]([OH:37])[CH2:14][N:15]2[CH2:16][CH2:17][N:18]([C:21]3[N:22]=[C:23]([C:31]4[CH:36]=[CH:35][CH:34]=[CH:33][CH:32]=4)[C:24]4[CH:29]=[C:28]([CH3:30])[S:27][C:25]=4[N:26]=3)[CH2:19][CH2:20]2)=[CH:11][CH:10]=1 |f:3.4|. Procedure: Into a mixture of 10 ml of chloroform and 10 ml of ethanol is dissolved 1.34 g of 2-(4-(4-fluorophenacyl)-piperazinyl)-6-methyl-4-phenyl-thieno[2,3-d]pyrimidine, and then 0.23 g of sodium borohydride is added at room temperature. After reaction for one hour, 60 ml of chloroform and 100 ml of water are added and two layers are separated. The chloroform layer is washed with 100 ml of water and then with saturated aqueous solution of sodium chloride, and dried over anhydrous sodum sulfate. Chlorofo... Starting materials: CN(CCC(=O)O)C(=O)OC(C)(C)C, CNCCC1COc2c(OC)cccc2-c2c(C3CCCCC3)c3ccc(C(=O)OC)cc3n2C1. Yields the product COC(=O)c1ccc2c(C3CCCCC3)c3n(c2c1)CC(CCN(C)C(=O)CCN(C)C(=O)OC(C)(C)C)COc1c(OC)cccc1-3. RXN SMILES: [C:36]([CH3:37])([CH3:38])([CH3:39])[O:40][C:41](=[O:42])[N:43]([CH2:44][CH2:45][C:46](=[O:47])[OH:48])[CH3:49].[CH:1]1([c:7]2[c:8]3[cH:9][cH:10][c:11]([C:32](=[O:33])[O:34][CH3:35])[cH:12][c:13]3[n:14]3[c:21]2-[c:20]2[c:19]([c:25]([O:26][CH3:27])[cH:24][cH:23][cH:22]2)[O:18][CH2:17][CH:16]([CH2:28][CH2:29][NH:30][CH3:31])[CH2:15]3)[CH2:2][CH2:3][CH2:4][CH2:5][CH2:6]1>>[CH:1]1([c:7]2[c:8]3[cH:9][cH:10][c:11]([C:32](=[O:33])[O:34][CH3:35])[cH:12][c:13]3[n:14]3[c:21]2-[c:20]2[c:19]([c:25]([O:26][CH3:27])[cH:24][cH:23][cH:22]2)[O:18][CH2:17][CH:16]([CH2:28][CH2:29][N:30]([CH3:31])[C:46]([CH2:45][CH2:44][N:43]([C:41]([O:40][C:36]([CH3:37])([CH3:38])[CH3:39])=[O:42])[CH3:49])=[O:48])[CH2:15]3)[CH2:2][CH2:3][CH2:4][CH2:5][CH2:6]1. Starting materials: O=C([O-])O, CCO, Cc1cc2[nH]c(-c3n[nH]cc3[N+](=O)[O-])nc2cc1Cl, [Na+], Cl[Sn](Cl)(Cl)Cl. Yields the product Cc1cc2[nH]c(-c3n[nH]cc3N)nc2cc1Cl. Reaction SMILES: [C:25](=[O:26])([O-:27])[OH:28].[CH3:30][CH2:31][OH:32].[Cl:1][c:2]1[cH:3][c:4]2[c:5]([nH:6][c:7](-[c:9]3[n:10][nH:11][cH:12][c:13]3[N+:14]([O-:15])=[O:16])[n:8]2)[cH:17][c:18]1[CH3:19].[Na+:29].[Sn:20]([Cl:21])([Cl:22])([Cl:23])[Cl:24]>>[Cl:1][c:2]1[cH:3][c:4]2[c:5]([nH:6][c:7](-[c:9]3[n:10][nH:11][cH:12][c:13]3[NH2:14])[n:8]2)[cH:17][c:18]1[CH3:19]. The reactants are [Li+].CC(C)[N-]C(C)C (LDA), [Si](C)(C)(C)C=[N+]=[N-] (TMSCHN2), ClCCCOC1=CC=C(C=O)C=C1 (4-(3-chloropropoxy)benzaldehyde), O (Water). Run in C1CCOC1 (THF), C1CCOC1 (THF). Conditions: temperature -78 celsius, time 1 hour. Product: C(#C)C1=CC=C(C=C1)OCCCCl (1-ethynyl-4-(3-chloropropoxy)benzene). Reaction SMILES: [Li+].[CH3:2]C([N-]C(C)C)C.[Si](C=[N+]=[N-])(C)(C)C.[Cl:16][CH2:17][CH2:18][CH2:19][O:20][C:21]1[CH:28]=[CH:27][C:24]([CH:25]=O)=[CH:23][CH:22]=1.O>C1COCC1>[C:25]([C:24]1[CH:27]=[CH:28][C:21]([O:20][CH2:19][CH2:18][CH2:17][Cl:16])=[CH:22][CH:23]=1)#[CH:2] |f:0.1|. Reported procedure: To LDA (2M in THF, 15 mL) in THF (100 mL) at −78° C., TMSCHN2 (2M in hexanes, 15 mL) was added dropwisely. Ten minutes later, 4-(3-chloropropoxy)benzaldehyde (0.025 mol, 4.97 g) in THF (60 mL) was added. After 1 h stirring at −78° C., the mixture was warmed up and refluxed for 3 h. Water (250 mL) was added and extracted by EtOAc (2×200 mL). After being dried over Na2SO4 and concentration, the title compound (4.8 g) was obtained. Starting materials: ClC=1C=C(C=C(C1)Cl)NC(=O)N1[C@H](C(=O)O)C[C@H](C1)O ((4R)-1-{[(3,5-dichlorophenyl)amino]carbonyl}-4-hydroxy-L-proline), Cl (HCl). Product: ClC=1C=C(C=C(C1)Cl)N1C(N2[C@H](C1=O)C[C@H](C2)O)=O ((6R,7aS)-2-(3,5-dichlorophenyl)-6-hydroxytetrahydro-1H-pyrrolo[1,2-c]imidazole-1,3(2H)-dione). The yield is 50.6%. Reaction SMILES: [Cl:1][C:2]1[CH:3]=[C:4]([NH:9][C:10]([N:12]2[CH2:19][C@H:18]([OH:20])[CH2:17][C@H:13]2[C:14](O)=[O:15])=[O:11])[CH:5]=[C:6]([Cl:8])[CH:7]=1.Cl>>[Cl:1][C:2]1[CH:3]=[C:4]([N:9]2[C:14](=[O:15])[C@@H:13]3[CH2:17][C@@H:18]([OH:20])[CH2:19][N:12]3[C:10]2=[O:11])[CH:5]=[C:6]([Cl:8])[CH:7]=1. Reported procedure: (4R)-1-{[(3,5-dichlorophenyl)amino]carbonyl}-4-hydroxy-L-proline (6.8 g) (0.021 mol) (Preparation 5) was combined with 35 mL of 1N HCl and refluxed for 11 hrs. The organic oil was separated from the reaction mixture and dissolved in EtOAc. The organic layer was washed with water, dried over MgSO4, and evaporated under reduced pressure. The resulting residue was purified on a SiO2 column (eluent: DCM/acetone-90/10) to afford the titled compound as a white solid (3.2 g). 1H NMR (CDCl3): 7.4 (2H,d)...